describe an organic reaction: reactants, conditions, products, and yield From a dataset of the Open Reaction Database (ORD), a public repository of structured organic reaction records. The reactants are CCOC(=O)CN1CCN(C(=O)CCc2cc(OC)c(OC)c(OC)c2)CC1, CO, CCOC(C)=O, Cl, [Na+], [OH-]. Yields the product COc1cc(CCC(=O)N2CCN(CC(=O)O)CC2)cc(OC)c1OC. RXN SMILES: [CH2:1]([CH3:2])[O:3][C:4]([CH2:5][N:6]1[CH2:7][CH2:8][N:9]([C:12]([CH2:13][CH2:14][c:15]2[cH:16][c:17]([O:25][CH3:26])[c:18]([O:23][CH3:24])[c:19]([O:21][CH3:22])[cH:20]2)=[O:27])[CH2:10][CH2:11]1)=[O:28].[CH3:32][OH:33].[CH3:34][CH2:35][O:36][C:37]([CH3:38])=[O:39].[ClH:31].[Na+:30].[OH-:29]>>[O:3]=[C:4]([CH2:5][N:6]1[CH2:7][CH2:8][N:9]([C:12]([CH2:13][CH2:14][c:15]2[cH:16][c:17]([O:25][CH3:26])[c:18]([O:23][CH3:24])[c:19]([O:21][CH3:22])[cH:20]2)=[O:27])[CH2:10][CH2:11]1)[OH:28]. Reactants: C1(CCCC1)OC=1C=C(CO)C=CC1[N+](=O)[O-] (3-cyclopentoxy-4-nitrobenzyl alcohol). The reagents and catalysts are [O-2].[O-2].[Mn+4] (manganese dioxide). Solvent: C(Cl)Cl (methylene chloride). Product: C1(CCCC1)OC=1C=C(C=O)C=CC1[N+](=O)[O-] (3-Cyclopentoxy-4-nitrobenzaldehyde). Reaction SMILES: [CH:1]1([O:6][C:7]2[CH:8]=[C:9]([CH:12]=[CH:13][C:14]=2[N+:15]([O-:17])=[O:16])[CH2:10][OH:11])[CH2:5][CH2:4][CH2:3][CH2:2]1>C(Cl)Cl.[O-2].[O-2].[Mn+4]>[CH:1]1([O:6][C:7]2[CH:8]=[C:9]([CH:12]=[CH:13][C:14]=2[N+:15]([O-:17])=[O:16])[CH:10]=[O:11])[CH2:2][CH2:3][CH2:4][CH2:5]1 |f:2.3.4|. Reported procedure: To a stirred solution of 5.0 g (21.1 mmol) of 3-cyclopentoxy-4-nitrobenzyl alcohol in 200 mL of dry methylene chloride is added 19.0 g (218.5 mmol) of activated manganese dioxide in one portion. The brown suspension is warmed to reflux for 48 hours after which time the mixture is cooled to room temperature, filtered over Celite 545 and concentrated. Liquid chromatography over 200 g of silica gel eluting with 30% ethyl acetate in hexane provided the desired, analytically pure compound upon drying... Reactants: ClC1=C(C=C(N)C=C1)F (4-chloro-3-fluoroaniline), C(=O)(O)[O-].[Na+] (NaHCO3), II (iodine), II (iodine). Run in O (H2O). Reaction conditions: temperature 0 celsius, time 18 hour. Product: ClC1=CC(=C(N)C=C1F)I (4-chloro-5-fluoro-2-iodoaniline). Isolated yield 101846.3%. Reaction SMILES: [Cl:1][C:2]1[CH:8]=[CH:7][C:5]([NH2:6])=[CH:4][C:3]=1[F:9].C([O-])(O)=O.[Na+].[I:15]I>O>[Cl:1][C:2]1[C:3]([F:9])=[CH:4][C:5]([NH2:6])=[C:7]([I:15])[CH:8]=1 |f:1.2|. Procedure details: To 4-chloro-3-fluoroaniline (25 g, 0.17 mmol) in 250 mL of H2O was added NaHCO3 (21.6 g, 0.25 mmol). After cooling to 0° C., iodine (43.5 g, 0.17 mmol) was added. After 18 h at rt, an additional 10.8 g of iodine was added and the reaction was stirred overnight. The reaction was extracted with DCM (4×250 mL), the combined organics were washed with sodium thiosulfate solution (2×250 mL) and brine (2×250 mL) and dried (Na2SO4). Purification by silica gel chromatography gave 47 g of Intermediate 5A.... Reactants: C(C)OC(CN1C=C2CN=C(C3=C(C2=C1)C=CC(=C3)Cl)C3=CC=CC=C3)=O (8-chloro-6-phenyl-2H,4H-pyrrolo[3,4-d][2]benzazepine-2-acetic acid ethyl ester), N (ammonia). Product: ClC1=CC2=C(C=3C(CN=C2C2=CC=CC=C2)=CN(C3)CC(=O)N)C=C1 (8-Chloro-6-phenyl-2H,4H-pyrrolo[3,4-d][2]benzazepine-2-acetamide). As a reaction SMILES: C([O:3][C:4](=O)[CH2:5][N:6]1[CH:15]=[C:14]2[C:8]([CH2:9][N:10]=[C:11]([C:21]3[CH:26]=[CH:25][CH:24]=[CH:23][CH:22]=3)[C:12]3[CH:19]=[C:18]([Cl:20])[CH:17]=[CH:16][C:13]=32)=[CH:7]1)C.[NH3:28]>>[Cl:20][C:18]1[CH:17]=[CH:16][C:13]2[C:14]3[C:8](=[CH:7][N:6]([CH2:5][C:4]([NH2:28])=[O:3])[CH:15]=3)[CH2:9][N:10]=[C:11]([C:21]3[CH:26]=[CH:25][CH:24]=[CH:23][CH:22]=3)[C:12]=2[CH:19]=1. Procedure details: A mixture of 2.3 g (6.5 mmole) of 8-chloro-6-phenyl-2H,4H-pyrrolo[3,4-d][2]benzazepine-2-acetic acid ethyl ester and 20 ml of methanolic ammonia (ca 20% v/v) was heated in an autoclave on a steambath overnight. The solvent was removed at reduced pressure to give a light yellow solid. Recrystallization from ethanolhexane gave a white solid, mp 236°-237°. Reactants: CCN(Cc1ccccc1Oc1ccccc1)c1ccc(C(=O)OC)cn1, C1CCOC1, CO, [Na+], [OH-]. Yields the product CCN(Cc1ccccc1Oc1ccccc1)c1ccc(C(=O)O)cn1. Reaction SMILES: [CH2:1]([CH3:2])[N:3]([CH2:4][c:5]1[c:6]([O:11][c:12]2[cH:13][cH:14][cH:15][cH:16][cH:17]2)[cH:7][cH:8][cH:9][cH:10]1)[c:18]1[n:19][cH:20][c:21]([C:24](=[O:25])[O:26][CH3:27])[cH:22][cH:23]1.[CH2:30]1[O:31][CH2:32][CH2:33][CH2:34]1.[CH3:35][OH:36].[Na+:29].[OH-:28]>>[CH2:1]([CH3:2])[N:3]([CH2:4][c:5]1[c:6]([O:11][c:12]2[cH:13][cH:14][cH:15][cH:16][cH:17]2)[cH:7][cH:8][cH:9][cH:10]1)[c:18]1[n:19][cH:20][c:21]([C:24](=[O:25])[OH:26])[cH:22][cH:23]1.